Dataset: the Open Reaction Database (ORD), a public repository of structured organic reaction records. Task: describe an organic reaction: reactants, conditions, products, and yield Reactants: N1C(=NC=C1)C=O (imidazolecarboxaldehyde), C([O-])([O-])=O.[Na+].[Na+] (sodium carbonate), C(C1=CC=CC=C1)Br (benzyl bromide). Run in CN(C)C=O (DMF), CN(C)C=O (DMF). Conditions: temperature 100 celsius, time 1 hour. Product: C(C1=CC=CC=C1)N1C=NC(=C1)C=O (1-Benzyl-1H-imidazole-4-carbaldehyde). Isolated yield 58.9%. Reaction SMILES: [NH:1]1[CH:5]=[CH:4][N:3]=[C:2]1C=O.[C:8](=[O:11])([O-])[O-].[Na+].[Na+].[CH2:14](Br)[C:15]1[CH:20]=[CH:19][CH:18]=[CH:17][CH:16]=1>CN(C=O)C>[CH2:14]([N:3]1[CH:4]=[C:5]([CH:8]=[O:11])[N:1]=[CH:2]1)[C:15]1[CH:20]=[CH:19][CH:18]=[CH:17][CH:16]=1 |f:1.2.3|. Reported procedure: To a solution of imidazolecarboxaldehyde (1.0 g, 10.4 mmol) in DMF (10 mL) was added sodium carbonate (2.2 g, 20.8 mmol). The mixture was then treated with a solution of benzyl bromide (1.77 g, 10.4 mmol) in DMF (5 mL) dropwise and stirred for 1 h at 100° C. The reaction mixture was partitioned between EtOAc and water, and the aqueous layer was extracted with EtOAc. The organic layers were combined, dried with MgSO4, filtered, and concentrated to yield a dark brown oil (1.14 g). (m/z): [M+H]+ ca... The reactants are FC(C(=O)O)=CC1=CC=CC=C1 (Fluorocinnamic acid), S(=O)(Cl)Cl (thionylchloride). The solvent is ClCCl (dichloromethane). Run at temperature 50 celsius. Yields the product FC(C(=O)Cl)=CC1=CC=CC=C1 (fluorocinnamoyl chloride). Reaction SMILES: [F:1][C:2](=[CH:6][C:7]1[CH:12]=[CH:11][CH:10]=[CH:9][CH:8]=1)[C:3](O)=[O:4].S(Cl)([Cl:15])=O>ClCCl>[F:1][C:2](=[CH:6][C:7]1[CH:12]=[CH:11][CH:10]=[CH:9][CH:8]=1)[C:3]([Cl:15])=[O:4]. Procedure: Fluorocinnamic acid (10 g, 0.06 mole) was dissolved in dichloromethane, and 8.59 g (0.07 mole) of thionylchloride was added dropwise to the solution. After the acid dissolved and the solution appeared clear, the reaction mixture was maintained at about 50° C. for 1 hour. The solvent and unreacted thionylchloride were removed at a reduced pressure and further the solvent was completely removed at a high vacuum pressure to give fluorocinnamoyl chloride. The fluorocinnamoyl chloride was dissolved i... The reactants are ClC1=NN2C(C=3CCCCC13)=NN=C2 (6-chloro-7,8,9,10-tetrahydro-1,2,4-triazolo[3,4-a]phthalazine), NCCN1CCCC1 (1-(2-aminoethyl)pyrrolidine). The solvent is COCCO (2-methoxyethanol). Yields the product N1(CCCC1)CCNC1=NN2C(C=3CCCCC13)=NN=C2 (6-[2-(1-pyrrolidinyl)ethylamino]-7,8,9,10-tetrahydro-1,2,4-triazolo[3,4-a]phthalazine). RXN SMILES: Cl[C:2]1[C:11]2[CH2:10][CH2:9][CH2:8][CH2:7][C:6]=2[C:5]2=[N:12][N:13]=[CH:14][N:4]2[N:3]=1.[NH2:15][CH2:16][CH2:17][N:18]1[CH2:22][CH2:21][CH2:20][CH2:19]1>COCCO>[N:18]1([CH2:17][CH2:16][NH:15][C:2]2[C:11]3[CH2:10][CH2:9][CH2:8][CH2:7][C:6]=3[C:5]3=[N:12][N:13]=[CH:14][N:4]3[N:3]=2)[CH2:22][CH2:21][CH2:20][CH2:19]1. Procedure details: A solution of 5.0 g of 6-chloro-7,8,9,10-tetrahydro-1,2,4-triazolo[3,4-a]phthalazine and 10.0 g of 1-(2-aminoethyl)pyrrolidine in 50 ml of 2-methoxyethanol was heated at reflux for 15 hours. The solution was then concentrated and the resulting residue was partitioned between methylene chloride and saturated aqueous sodium bicarbonate solution. The organic layer was separated, dried over sodium sulfate and concentrated. The concentrate was triturated with ether and the solid which formed was sepa... Reactants: Cl (hydrochloric acid), aqueous solution, [OH-].[Na+] (sodium hydroxide), CON=C(C(=O)OC)C1=CC=C(C=C1)O (methyl 2-methoxyimino-2-(4-hydroxyphenyl)acetate). Solvent: CO (methanol), CO (methanol). Reaction conditions: time 18 hour. Yields the product CON=C(C(=O)O)C1=CC=C(C=C1)O (2-methoxyimino-2-(4-hydroxyphenyl)acetic acid). The yield is 76.6%. RXN SMILES: [OH-].[Na+].[CH3:3][O:4][N:5]=[C:6]([C:11]1[CH:16]=[CH:15][C:14]([OH:17])=[CH:13][CH:12]=1)[C:7]([O:9]C)=[O:8].Cl>CO>[CH3:3][O:4][N:5]=[C:6]([C:11]1[CH:16]=[CH:15][C:14]([OH:17])=[CH:13][CH:12]=1)[C:7]([OH:9])=[O:8] |f:0.1|. Procedure details: A 2 N aqueous solution of sodium hydroxide (11 ml.) was added with stirring at ambient temperature to a solution of methyl 2-methoxyimino-2-(4-hydroxyphenyl)acetate (syn isomer) (2.1 g.) in methanol (30 ml.) and the mixture was stirred for 18 hours at ambient temperature. The reaction mixture was adjusted to pH 7 with 10% hydrochloric acid and methanol was removed. To the residue was added water and the mixture was washed with ether. The aqueous layer was adjusted to pH 1 with 10% hydrochloric a... The reactants are BrC=1C=C2CCCN(C2=NC1)C(=O)N (6-bromo-3,4-dihydro-2H-[1,8]naphthyridine-1-carboxylic acid amide), B1(OC(C(O1)(C)C)(C)C)B2OC(C(O2)(C)C)(C)C (bis(pinacolato)diboron), C(C)(=O)[O-].[K+] (potassium acetate), BrC=1C=C(C=NC1)C1(COC1)O (3-(5-bromo-pyridin-3-yl)-oxetan-3-ol), C([O-])([O-])=O.[Na+].[Na+] (sodium carbonate). Reagents/catalysts: C1=CC=C(C=C1)P([C-]2C=CC=C2)C3=CC=CC=C3.C1=CC=C(C=C1)P([C-]2C=CC=C2)C3=CC=CC=C3.Cl[Pd]Cl.[Fe+2] (1,1′-bis(diphenylphosphino)ferrocenedichloropalladium), C1=CC=C(C=C1)P([C-]2C=CC=C2)C3=CC=CC=C3.C1=CC=C(C=C1)P([C-]2C=CC=C2)C3=CC=CC=C3.Cl[Pd]Cl.[Fe+2] (1,1′-bis(diphenylphosphino)ferrocenedichloropalladium). The solvent is O1CCOCC1 (1,4-dioxane), O1CCOCC1 (1,4-dioxane). Conditions: temperature 80 celsius. The product is OC1(COC1)C=1C=C(C=NC1)C=1C=C2CCCN(C2=NC1)C(=O)N (6-[5-(3-Hydroxy-oxetan-3-yl)-pyridin-3-yl]-3,4-dihydro-2H-[1,8]naphthyridine-1-carboxylic acid amide). Yield: 6.3%. Reaction SMILES: Br[C:2]1[CH:3]=[C:4]2[C:9](=[N:10][CH:11]=1)[N:8]([C:12]([NH2:14])=[O:13])[CH2:7][CH2:6][CH2:5]2.B1(B2OC(C)(C)C(C)(C)O2)OC(C)(C)C(C)(C)O1.C([O-])(=O)C.[K+].Br[C:39]1[CH:40]=[C:41]([C:45]2([OH:49])[CH2:48][O:47][CH2:46]2)[CH:42]=[N:43][CH:44]=1.C(=O)([O-])[O-].[Na+].[Na+]>O1CCOCC1.C1C=CC(P(C2C=CC=CC=2)[C-]2C=CC=C2)=CC=1.C1C=CC(P(C2C=CC=CC=2)[C-]2C=CC=C2)=CC=1.Cl[Pd]Cl.[Fe+2]>[OH:49][C:45]1([C:41]2[CH:40]=[C:39]([C:2]3[CH:3]=[C:4]4[C:9](=[N:10][CH:11]=3)[N:8]([C:12]([NH2:14])=[O:13])[CH2:7][CH2:6][CH2:5]4)[CH:44]=[N:43][CH:42]=2)[CH2:48][O:47][CH2:46]1 |f:2.3,5.6.7,9.10.11.12|. Procedure details: A vial containing 6-bromo-3,4-dihydro-2H-[1,8]naphthyridine-1-carboxylic acid amide (350 mg, 1.4 mmol), bis(pinacolato)diboron (573 mg, 2.3 mmol), 1,1′-bis(diphenylphosphino)ferrocenedichloropalladium (II) (50 mg, 0.068 mmol) and potassium acetate (604 mg, 6.2 mmol) in 1,4-dioxane (10 mL) is flushed with Ar, sealed tightly and heated to 80° C. for 2 h. The reaction mixture is cooled to room temperature and a solution of 3-(5-bromo-pyridin-3-yl)-oxetan-3-ol (314 mg, 1.37 mmol) in 1,4-dioxane (4 m... The reactants are CC(C)CC(NC(=O)C(NC(=O)OC(C)(C)C)C(C)C)B1OC2CC3CC(C3(C)C)C2(C)O1, CC(NC(=O)OC(C)(C)C)C(=O)O. Product: CC(C)CC(NC(=O)C(C)NC(=O)OC(C)(C)C)B1OC2CC3CC(C3(C)C)C2(C)O1. As a reaction SMILES: [C:1]([CH3:2])([CH3:3])([CH3:4])[O:5][C:6]([NH:7][CH:8]([CH:9]([CH3:10])[CH3:11])[C:12]([NH:13][CH:14]([CH2:15][CH:16]([CH3:17])[CH3:18])[B:19]1[O:20][C:21]2([CH3:31])[CH:22]3[C:23]([CH3:29])([CH3:30])[CH:24]([CH2:25][CH:26]2[O:27]1)[CH2:28]3)=[O:32])=[O:33].[C:34]([NH:35][CH:36]([C:37]([OH:38])=[O:39])[CH3:40])([O:41][C:42]([CH3:43])([CH3:44])[CH3:45])=[O:46]>>[C:1]([CH3:2])([CH3:3])([CH3:4])[O:5][C:6]([NH:7][CH:8]([CH3:9])[C:12]([NH:13][CH:14]([CH2:15][CH:16]([CH3:17])[CH3:18])[B:19]1[O:20][C:21]2([CH3:31])[CH:22]3[C:23]([CH3:29])([CH3:30])[CH:24]([CH2:25][CH:26]2[O:27]1)[CH2:28]3)=[O:32])=[O:33].